Dataset: the Open Reaction Database (ORD), a public repository of structured organic reaction records. Task: describe an organic reaction: reactants, conditions, products, and yield The product is CCCCCCCCc1ccc(C(=O)Cc2cccc(C#N)c2)cc1. Reaction SMILES: [Al+3:29].[C:2](#[N:3])[c:4]1[cH:5][c:6]([CH2:10][C:11](=[O:12])[OH:13])[cH:7][cH:8][cH:9]1.[CH2:33]([Cl:34])[Cl:35].[Cl-:1].[Cl-:28].[Cl-:30].[Cl-:31].[ClH:32].[OH2:36].[c:14]1([CH2:20][CH2:21][CH2:22][CH2:23][CH2:24][CH2:25][CH2:26][CH3:27])[cH:15][cH:16][cH:17][cH:18][cH:19]1>>[C:2](#[N:3])[c:4]1[cH:5][c:6]([CH2:10][C:11](=[O:13])[c:17]2[cH:16][cH:15][c:14]([CH2:20][CH2:21][CH2:22][CH2:23][CH2:24][CH2:25][CH2:26][CH3:27])[cH:19][cH:18]2)[cH:7][cH:8][cH:9]1. The reactants are [Al+3], N#Cc1cccc(CC(=O)O)c1, ClCCl, [Cl-], [Cl-], [Cl-], [Cl-], Cl, O, CCCCCCCCc1ccccc1. The reactants are BrCCCC(=O)OCC1=CC=CC=C1 (benzyl 4-bromobutyrate), C([O-])([O-])=O.[K+].[K+] (potassium carbonate), N1C=C(C2=CC=CC=C12)C(=O)OCCCCCCCCC (nonyl indole-3-carboxylate), O (Water). The solvent is CN(C=O)C (N,N-dimethylformamide). Product: C(CCCCCCCC)OC(=O)C1=CN(C2=CC=CC=C12)CCCC(=O)OCC1=CC=CC=C1 (benzyl 4-(3-nonyloxycarbonyl-1-indolyl)butyrate). Isolated yield 92.4%. Reaction SMILES: [NH:1]1[C:9]2[C:4](=[CH:5][CH:6]=[CH:7][CH:8]=2)[C:3]([C:10]([O:12][CH2:13][CH2:14][CH2:15][CH2:16][CH2:17][CH2:18][CH2:19][CH2:20][CH3:21])=[O:11])=[CH:2]1.Br[CH2:23][CH2:24][CH2:25][C:26]([O:28][CH2:29][C:30]1[CH:35]=[CH:34][CH:33]=[CH:32][CH:31]=1)=[O:27].C(=O)([O-])[O-].[K+].[K+].O>CN(C)C=O>[CH2:13]([O:12][C:10]([C:3]1[C:4]2[C:9](=[CH:8][CH:7]=[CH:6][CH:5]=2)[N:1]([CH2:23][CH2:24][CH2:25][C:26]([O:28][CH2:29][C:30]2[CH:31]=[CH:32][CH:33]=[CH:34][CH:35]=2)=[O:27])[CH:2]=1)=[O:11])[CH2:14][CH2:15][CH2:16][CH2:17][CH2:18][CH2:19][CH2:20][CH3:21] |f:2.3.4|. Procedure details: A mixture of nonyl indole-3-carboxylate (251 mg) obtained in Pre. Ex. 30, benzyl 4-bromobutyrate (449 mg) and potassium carbonate (362 mg) in N,N-dimethylformamide was stirred at 50° C. for 6 hours. Water was added to the reaction mixture and the mixture was extracted with ethyl acetate, washed with water and brine, dried over magnesium sulfate and concentrated. Silica gel column chromatography of the concentrate afforded benzyl 4-(3-nonyloxycarbonyl-1-indolyl)butyrate (374 mg) as an oil.